From a dataset of the Open Reaction Database (ORD), a public repository of structured organic reaction records. describe an organic reaction: reactants, conditions, products, and yield Starting materials: NC1=C2C(N(C(C2=CC(=C1)Br)=O)C[C@@H](C)C1=CC=CC=C1)=O ((S)-4-amino-6-bromo-2-(2-phenyl-propyl)-isoindole-1,3-dione), N1=C2C(=NS1)C(=CC=C2)S(=O)(=O)Cl (benzo[1,2,5]thiadiazole-4-sulfonyl chloride). Solvent: CCOC(=O)C (EtOAc). Reaction conditions: temperature 170 celsius, time 2 hour. Product: BrC1=CC(=C2C(N(C(C2=C1)=O)C[C@@H](C)C1=CC=CC=C1)=O)NS(=O)(=O)C1=CC=CC=2C1=NSN2 ((S)-Benzo[1,2,5]thiadiazole-4-sulfonic acid [6-bromo-1,3-dioxo-2-(2-phenyl-propyl)-2,3-dihydro-1H-isoindol-4-yl]-amide). Isolated yield 67.3%. Reaction SMILES: [NH2:1][C:2]1[CH:10]=[C:9]([Br:11])[CH:8]=[C:7]2[C:3]=1[C:4](=[O:22])[N:5]([CH2:13][C@H:14]([C:16]1[CH:21]=[CH:20][CH:19]=[CH:18][CH:17]=1)[CH3:15])[C:6]2=[O:12].[N:23]1[S:27][N:26]=[C:25]2[C:28]([S:32](Cl)(=[O:34])=[O:33])=[CH:29][CH:30]=[CH:31][C:24]=12>CCOC(C)=O>[Br:11][C:9]1[CH:8]=[C:7]2[C:3]([C:4](=[O:22])[N:5]([CH2:13][C@H:14]([C:16]3[CH:21]=[CH:20][CH:19]=[CH:18][CH:17]=3)[CH3:15])[C:6]2=[O:12])=[C:2]([NH:1][S:32]([C:28]2[C:25]3=[N:26][S:27][N:23]=[C:24]3[CH:31]=[CH:30][CH:29]=2)(=[O:34])=[O:33])[CH:10]=1. Procedure: A mixture of (S)-4-amino-6-bromo-2-(2-phenyl-propyl)-isoindole-1,3-dione (30 mg, 0.08 mmol) and benzo[1,2,5]thiadiazole-4-sulfonyl chloride (150 mg, 0.64 mmol) was heated to 170° C. forming a melt and stirred for 2 h. The mixture was allowed to cool, and the solidified residue was dissolved in EtOAc, and the solution was washed with satd. aq. NaHCO3, dried (Na2SO4), and concentrated. Purification by flash chromatography (EtOAc/hexanes) gave the desired sulfonamide as a tan solid (30 mg, 64%). HP... Starting materials: CO, CSc1ncc2c(n1)N(C)C(=O)N(c1ccc(F)c([N+](=O)[O-])c1)C2. Yields the product CSc1ncc2c(n1)N(C)C(=O)N(c1ccc(F)c(N)c1)C2. As a reaction SMILES: [CH3:25][OH:26].[F:1][c:2]1[c:3]([N+:22]([O-:23])=[O:24])[cH:4][c:5]([N:8]2[C:9](=[O:21])[N:10]([CH3:20])[c:11]3[n:12][c:13]([S:18][CH3:19])[n:14][cH:15][c:16]3[CH2:17]2)[cH:6][cH:7]1>>[F:1][c:2]1[c:3]([NH2:22])[cH:4][c:5]([N:8]2[C:9](=[O:21])[N:10]([CH3:20])[c:11]3[n:12][c:13]([S:18][CH3:19])[n:14][cH:15][c:16]3[CH2:17]2)[cH:6][cH:7]1. The reactants are O=C([O-])[O-], CCCCBr, COc1cccc(C23CCNCC2CCC(=O)C3)c1, Cl, [I-], [K+], [K+], [K+], CN(C)C=O. Yields the product CCCCN1CCC2(c3cccc(OC)c3)CC(=O)CCC2C1. RXN SMILES: [C:26](=[O:27])([O-:28])[O-:29].[CH2:21]([CH2:22][CH2:23][CH3:24])[Br:25].[CH3:2][O:3][c:4]1[cH:5][c:6]([C:10]23[CH2:11][CH2:12][NH:13][CH2:14][CH:15]2[CH2:16][CH2:17][C:18](=[O:20])[CH2:19]3)[cH:7][cH:8][cH:9]1.[ClH:1].[I-:33].[K+:30].[K+:31].[K+:32].[O:34]=[CH:35][N:36]([CH3:37])[CH3:38]>>[CH3:2][O:3][c:4]1[cH:5][c:6]([C:10]23[CH2:11][CH2:12][N:13]([CH2:21][CH2:22][CH2:23][CH3:24])[CH2:14][CH:15]2[CH2:16][CH2:17][C:18](=[O:20])[CH2:19]3)[cH:7][cH:8][cH:9]1. Starting materials: CN(C)C1CCNC1, CN1CCCC1=O, CS(C)=O, CO, CC(C)(O)c1ccc(C(=O)Nc2cc(Cl)n3nccc3n2)cc1. Yields the product CN(C)C1CCN(c2cc(NC(=O)c3ccc(C(C)(C)O)cc3)nc3ccnn23)C1. Reaction SMILES: [CH3:24][N:25]([CH:26]1[CH2:27][NH:28][CH2:29][CH2:30]1)[CH3:31].[CH3:32][N:33]1[CH2:34][CH2:35][CH2:36][C:37]1=[O:38].[CH3:39][S:40]([CH3:41])=[O:42].[CH3:43][OH:44].[Cl:1][c:2]1[cH:3][c:4]([NH:11][C:12]([c:13]2[cH:14][cH:15][c:16]([C:19]([CH3:20])([CH3:21])[OH:22])[cH:17][cH:18]2)=[O:23])[n:5][c:6]2[n:7]1[n:8][cH:9][cH:10]2>>[c:2]1([N:28]2[CH2:27][CH:26]([N:25]([CH3:24])[CH3:31])[CH2:30][CH2:29]2)[cH:3][c:4]([NH:11][C:12]([c:13]2[cH:14][cH:15][c:16]([C:19]([CH3:20])([CH3:21])[OH:22])[cH:17][cH:18]2)=[O:23])[n:5][c:6]2[n:7]1[n:8][cH:9][cH:10]2.